From a dataset of the Open Reaction Database (ORD), a public repository of structured organic reaction records. describe an organic reaction: reactants, conditions, products, and yield The reactants are Cc1ccccc1, ClCc1ccccc1, [K+], [OH-], O, c1ccc(-c2cc3ccccc3[nH]2)cc1. Product: c1ccc(Cn2c(-c3ccccc3)cc3ccccc32)cc1. RXN SMILES: [CH3:27][c:28]1[cH:29][cH:30][cH:31][cH:32][cH:33]1.[Cl:16][CH2:17][c:18]1[cH:19][cH:20][cH:21][cH:22][cH:23]1.[K+:25].[OH-:24].[OH2:26].[c:1]1(-[c:7]2[nH:8][c:9]3[cH:10][cH:11][cH:12][cH:13][c:14]3[cH:15]2)[cH:2][cH:3][cH:4][cH:5][cH:6]1>>[c:1]1(-[c:7]2[n:8]([CH2:17][c:18]3[cH:19][cH:20][cH:21][cH:22][cH:23]3)[c:9]3[cH:10][cH:11][cH:12][cH:13][c:14]3[cH:15]2)[cH:2][cH:3][cH:4][cH:5][cH:6]1. Starting materials: Cc1ccccc1O, CO, O, O=[Sn]. Product: Cc1cccc(C)c1O. RXN SMILES: [CH3:1][c:2]1[cH:3][cH:4][cH:5][cH:6][c:7]1[OH:8].[CH3:9][OH:10].[OH2:13].[Sn:11]=[O:12]>>[CH3:1][c:2]1[cH:3][cH:4][cH:5][c:6]([CH3:9])[c:7]1[OH:8]. Starting materials: C(C)OC(=O)C1=CC=C(C=C1)C1=C(C=CC(=C1)N)C (5′-Amino-2′-methyl-biphenyl-4-carboxylic acid ethyl ester), N1(CCOCC1)C1=CC=C(C(=O)O)C=C1 (4-morpholin-4-yl benzoic acid), CN1CCOCC1 (N-methylmorpholine), ON1N=NC2=C1C=CC=C2 (1-hydroxybenzotriazole), Cl.CN(C)CCCN=C=N (3-(dimethylaminopropyl)carbodiimide hydrochloride). Run in CN(C)C=O (DMF). Yields the product C(C)OC(=O)C1=CC=C(C=C1)C1=C(C=CC(=C1)NC(C1=CC=C(C=C1)N1CCOCC1)=O)C (2′-Methyl-5′-(4-morpholin-4-yl-benzoylamino)-biphenyl-4-carboxylic acid ethyl ester). The yield is 88.1%. RXN SMILES: [CH2:1]([O:3][C:4]([C:6]1[CH:11]=[CH:10][C:9]([C:12]2[CH:17]=[C:16]([NH2:18])[CH:15]=[CH:14][C:13]=2[CH3:19])=[CH:8][CH:7]=1)=[O:5])[CH3:2].[N:20]1([C:26]2[CH:34]=[CH:33][C:29]([C:30](O)=[O:31])=[CH:28][CH:27]=2)[CH2:25][CH2:24][O:23][CH2:22][CH2:21]1.CN1CCOCC1.ON1C2C=CC=CC=2N=N1.Cl.CN(CCCN=C=N)C>CN(C=O)C>[CH2:1]([O:3][C:4]([C:6]1[CH:7]=[CH:8][C:9]([C:12]2[CH:17]=[C:16]([NH:18][C:30](=[O:31])[C:29]3[CH:28]=[CH:27][C:26]([N:20]4[CH2:25][CH2:24][O:23][CH2:22][CH2:21]4)=[CH:34][CH:33]=3)[CH:15]=[CH:14][C:13]=2[CH3:19])=[CH:10][CH:11]=1)=[O:5])[CH3:2] |f:4.5|. Reported procedure: 5′-Amino-2′-methyl-biphenyl-4-carboxylic acid ethyl ester (2.15 g), 4-morpholin-4-yl benzoic acid (1.27 g), N-methylmorpholine (2.05 ml), 1-hydroxybenzotriazole (826 mg) and 1-ethyl-3-(3-(dimethylaminopropyl)carbodiimide hydrochloride (1.17 g) in dry DMF (30 ml) was stirred at 20 C for 18 h. Then the DMF was evaporated and the residue partitioned between water and dichloromethane. The dried extracts were evaporated and the residue purified on silica gel. Elution with 1-2% methanol in dichloromet... The reactants are O=C(Cl)C=CC1CCCCC1, [Cl-], Nc1ccc(-c2c(F)cccc2C(F)(F)F)cc1[N+](=O)[O-], [H-], [NH4+], [Na+], CN(C)C=O. Yields the product O=C(C=CC1CCCCC1)Nc1ccc(-c2c(F)cccc2C(F)(F)F)cc1[N+](=O)[O-]. Reaction SMILES: [CH:24]1([CH:30]=[CH:31][C:32](=[O:33])[Cl:34])[CH2:25][CH2:26][CH2:27][CH2:28][CH2:29]1.[Cl-:35].[F:1][c:2]1[cH:3][cH:4][cH:5][c:6]([C:18]([F:19])([F:20])[F:21])[c:7]1-[c:8]1[cH:9][c:10]([N+:15](=[O:16])[O-:17])[c:11]([NH2:14])[cH:12][cH:13]1.[H-:23].[NH4+:36].[Na+:22].[O:37]=[CH:38][N:39]([CH3:40])[CH3:41]>>[F:1][c:2]1[cH:3][cH:4][cH:5][c:6]([C:18]([F:19])([F:20])[F:21])[c:7]1-[c:8]1[cH:9][c:10]([N+:15](=[O:16])[O-:17])[c:11]([NH:14][C:32]([CH:31]=[CH:30][CH:24]2[CH2:25][CH2:26][CH2:27][CH2:28][CH2:29]2)=[O:33])[cH:12][cH:13]1. Reactants: CN(C)C=O, Cl, NCC(=O)O, CC(CO)N=C(c1ccccc1)c1cc(Cl)ccc1N, C1CCOC1, O. Product: CC(CO)N=C(c1ccccc1)c1cc(Cl)ccc1NC(=O)CN. RXN SMILES: [CH3:27][N:28]([CH3:29])[CH:30]=[O:31].[ClH:1].[NH2:2][CH2:3][C:4](=[O:5])[OH:6].[NH2:7][c:8]1[c:9]([C:10]([c:11]2[cH:12][cH:13][cH:14][cH:15][cH:16]2)=[N:17][CH:18]([CH2:19][OH:20])[CH3:21])[cH:22][c:23]([Cl:26])[cH:24][cH:25]1.[O:33]1[CH2:34][CH2:35][CH2:36][CH2:37]1.[OH2:32]>>[NH2:2][CH2:3][C:4](=[O:5])[NH:7][c:8]1[c:9]([C:10]([c:11]2[cH:12][cH:13][cH:14][cH:15][cH:16]2)=[N:17][CH:18]([CH2:19][OH:20])[CH3:21])[cH:22][c:23]([Cl:26])[cH:24][cH:25]1.